From a dataset of the Open Reaction Database (ORD), a public repository of structured organic reaction records. describe an organic reaction: reactants, conditions, products, and yield Reactants: NC1=C(NC2=CC=C(C=C2)C(C#N)(C)C)C=C(C(=C1)Cl)Cl (2-[4-(2-Amino-4,5-dichloroanilino)phenyl]-2-methylpropanenitrile), C(CC)(=O)Cl (propionyl chloride). The product is ClC1=CC2=C(N(C(=N2)CC)C2=CC=C(C=C2)C(C#N)(C)C)C=C1Cl (2-[4-(5,6-Dichloro-2-ethyl-1H-benzimidazol-1-yl)phenyl]-2-methylpropanenitrile). RXN SMILES: [NH2:1][C:2]1[CH:19]=[C:18]([Cl:20])[C:17]([Cl:21])=[CH:16][C:3]=1[NH:4][C:5]1[CH:10]=[CH:9][C:8]([C:11]([CH3:15])([CH3:14])[C:12]#[N:13])=[CH:7][CH:6]=1.[C:22](Cl)(=O)[CH2:23][CH3:24]>>[Cl:20][C:18]1[C:17]([Cl:21])=[CH:16][C:3]2[N:4]([C:5]3[CH:10]=[CH:9][C:8]([C:11]([CH3:14])([CH3:15])[C:12]#[N:13])=[CH:7][CH:6]=3)[C:22]([CH2:23][CH3:24])=[N:1][C:2]=2[CH:19]=1. Procedure: The title compound was prepared according to the procedure described in step 5 of Example 1 from 2-[4-(2-amino-4,5-dichloroanilino)phenyl]-2-methylpropanenitrile (step 2) and propionyl chloride. Starting materials: P(=O)([O-])([O-])[O-].[K+].[K+].[K+] (potassium phosphate), N1C=NC=C1 (imidazole), BrC=1C=NC=2C3=C(C(=NC2C1)N)N=C(N3CC(C)C)COCC (7-bromo-2-(ethoxymethyl)-1-(2-methylpropyl)-1H-imidazo[4,5-c][1,5]naphthyridin-4-amine), N[C@H]1[C@@H](CCCC1)N (trans-1,2-diaminocyclohexane). The reagents and catalysts are [Cu]I (Copper (I) iodide). The solvent is O1CCOCC1 (dioxane). Run at temperature 110 celsius, time 10 day. Product: C(C)OCC=1N(C2=C(C(=NC=3C=C(C=NC23)N2C=NC=C2)N)N1)CC(C)C (2-(ethoxymethyl)-7-(imidazol-1-yl)-1-(2-methylpropyl)-1H-imidazo[4,5-c][1,5]naphthyridin-4-amine). Isolated yield 18.7%. RXN SMILES: P([O-])([O-])([O-])=O.[K+].[K+].[K+].[NH:9]1[CH:13]=[CH:12][N:11]=[CH:10]1.Br[C:15]1[CH:16]=[N:17][C:18]2[C:19]3[N:28]([CH2:29][CH:30]([CH3:32])[CH3:31])[C:27]([CH2:33][O:34][CH2:35][CH3:36])=[N:26][C:20]=3[C:21]([NH2:25])=[N:22][C:23]=2[CH:24]=1.N[C@@H]1CCCC[C@H]1N>[Cu]I.O1CCOCC1>[CH2:35]([O:34][CH2:33][C:27]1[N:28]([CH2:29][CH:30]([CH3:32])[CH3:31])[C:19]2[C:18]3[N:17]=[CH:16][C:15]([N:9]4[CH:13]=[CH:12][N:11]=[CH:10]4)=[CH:24][C:23]=3[N:22]=[C:21]([NH2:25])[C:20]=2[N:26]=1)[CH3:36] |f:0.1.2.3|. Reported procedure: Copper (I) iodide (0.06 g, 0.53 mmol), potassium phosphate (1.18 g, 5.56 mmol), and imidazole (0.22 g, 3.17 mmol) were added to a glass tube. Sequential addition of 7-bromo-2-(ethoxymethyl)-1-(2-methylpropyl)-1H-imidazo[4,5-c][1,5]naphthyridin-4-amine (1.0 g, 2.64 mmol), trans-1,2-diaminocyclohexane (0.06 g, 0.53 mmol) and dioxane (9 mL) followed. The tube was flushed with nitrogen, sealed, and heated to 110° C., and the reaction mixture was stirred for 10 days. The reaction mixture was then dil... Reactants: [Al+3], COc1ccccc1, [Cl-], [Cl-], [Cl-], COc1ccc(CN2C(=O)C(Cc3ccccc3Cl)N=C(c3ccc4[nH]c(=O)[nH]c4c3)c3cc(Cl)ccc32)cc1. Product: O=C1Nc2ccc(Cl)cc2C(c2ccc3[nH]c(=O)[nH]c3c2)=NC1Cc1ccccc1Cl. Reaction SMILES: [Al+3:42].[CH3:45][O:46][c:47]1[cH:48][cH:49][cH:50][cH:51][cH:52]1.[Cl-:41].[Cl-:43].[Cl-:44].[Cl:1][c:2]1[cH:3][c:4]2[c:5]([cH:39][cH:40]1)[N:6]([CH2:30][c:31]1[cH:32][cH:33][c:34]([O:35][CH3:36])[cH:37][cH:38]1)[C:7](=[O:29])[CH:8]([CH2:21][c:22]1[c:23]([Cl:28])[cH:24][cH:25][cH:26][cH:27]1)[N:9]=[C:10]2[c:11]1[cH:12][c:13]2[c:14]([nH:15][c:16](=[O:18])[nH:17]2)[cH:19][cH:20]1>>[Cl:1][c:2]1[cH:3][c:4]2[c:5]([cH:39][cH:40]1)[NH:6][C:7](=[O:29])[CH:8]([CH2:21][c:22]1[c:23]([Cl:28])[cH:24][cH:25][cH:26][cH:27]1)[N:9]=[C:10]2[c:11]1[cH:12][c:13]2[c:14]([nH:15][c:16](=[O:18])[nH:17]2)[cH:19][cH:20]1. Starting materials: Cc1ccccc1, [Cl-], CN1CCC(Cl)CC1, O=C(c1ccc(F)cc1)c1cccnc1, [Mg], [NH4+], C1CCOC1. Yields the product CN1CCC(C(O)(c2ccc(F)cc2)c2cccnc2)CC1. As a reaction SMILES: [CH3:27][c:28]1[cH:29][cH:30][cH:31][cH:32][cH:33]1.[Cl-:25].[Cl:1][CH:2]1[CH2:3][CH2:4][N:5]([CH3:8])[CH2:6][CH2:7]1.[F:10][c:11]1[cH:12][cH:13][c:14]([C:17](=[O:18])[c:19]2[cH:20][n:21][cH:22][cH:23][cH:24]2)[cH:15][cH:16]1.[Mg:9].[NH4+:26].[O:34]1[CH2:35][CH2:36][CH2:37][CH2:38]1>>[CH:2]1([C:17]([c:14]2[cH:13][cH:12][c:11]([F:10])[cH:16][cH:15]2)([OH:18])[c:19]2[cH:20][n:21][cH:22][cH:23][cH:24]2)[CH2:3][CH2:4][N:5]([CH3:8])[CH2:6][CH2:7]1. Starting materials: C=C1CCC(CC1)N1CCN(CC1)C1=CC=C(C(=O)OCC)C=C1 (ethyl 4-[4-(4-methylenecyclohexyl)-1-piperazinyl]benzoate), [H][H] (hydrogen). The reagents and catalysts are [Ir] (Iridium). The solvent is C(C)(C)(C)O (t-butanol), CO (methanol). The product is C[C@H]1CC[C@H](CC1)N1CCN(CC1)C1=CC=C(C(=O)OCC)C=C1 (Ethyl 4-[cis-4-(4-methylcyclohexyl)-1-piperazinyl]benzoate), C[C@@H]1CC[C@H](CC1)N1CCN(CC1)C1=CC=C(C(=O)OCC)C=C1 (ethyl 4-[trans-4-(4-methylcyclohexyl)-1-piperazinyl]benzoate). RXN SMILES: [CH2:1]=[C:2]1[CH2:7][CH2:6][CH:5]([N:8]2[CH2:13][CH2:12][N:11]([C:14]3[CH:24]=[CH:23][C:17]([C:18]([O:20][CH2:21][CH3:22])=[O:19])=[CH:16][CH:15]=3)[CH2:10][CH2:9]2)[CH2:4][CH2:3]1.[H][H]>C(O)(C)(C)C.CO.[Ir]>[CH3:1][C@@H:2]1[CH2:7][CH2:6][C@H:5]([N:8]2[CH2:9][CH2:10][N:11]([C:14]3[CH:15]=[CH:16][C:17]([C:18]([O:20][CH2:21][CH3:22])=[O:19])=[CH:23][CH:24]=3)[CH2:12][CH2:13]2)[CH2:4][CH2:3]1.[CH3:1][C@H:2]1[CH2:7][CH2:6][C@H:5]([N:8]2[CH2:9][CH2:10][N:11]([C:14]3[CH:15]=[CH:16][C:17]([C:18]([O:20][CH2:21][CH3:22])=[O:19])=[CH:23][CH:24]=3)[CH2:12][CH2:13]2)[CH2:4][CH2:3]1. Procedure: A solution of ethyl 4-[4-(4-methylenecyclohexyl)-1-piperazinyl]benzoate (100 mg) and Iridium black (30 mg) in a mixture of t-butanol (1 ml) and methanol (2 ml) was stirred under atmospheric pressure of hydrogen for 4 hours. The catalyst was filtrated off and the filtrates were evaporated in vacuo. Ethyl 4-[cis-4-(4-methylcyclohexyl)-1-piperazinyl]benzoate and ethyl 4-[trans-4-(4-methylcyclohexyl)-1-piperazinyl]benzoate were obtained in the ratio 5:1-6:1 by thin-layer chromatography.